From a dataset of the Open Reaction Database (ORD), a public repository of structured organic reaction records. describe an organic reaction: reactants, conditions, products, and yield The reactants are O=C[C@H](O)[C@@H](O)[C@H](O)[C@H](O)CO (D-glucose), [O-]S(=O)(=O)[O-].[Mg+2] (MgSO4), P(=O)([O-])([O-])[O-] (phosphate), O=C[C@H](O)[C@@H](O)[C@H](O)[C@H](O)CO (glucose). Solvent: O (water). Conditions: temperature 70 celsius. Yields the product OCC(=O)[C@@H](O)[C@H](O)[C@H](O)CO (fructose). As a reaction SMILES: [O:1]=[CH:2][C@@H:3]([C@H:5]([C@@H:7]([C@@H:9]([CH2:11][OH:12])[OH:10])[OH:8])[OH:6])[OH:4].[O-]S([O-])(=O)=O.[Mg+2].P([O-])([O-])([O-])=O>O>[OH:1][CH2:2][C:3]([C@H:5]([C@@H:7]([C@@H:9]([CH2:11][OH:12])[OH:10])[OH:8])[OH:6])=[O:4] |f:1.2|. Procedure: A mixture of 0.2 ml of 1 M aqueous D-glucose solution, 0.2 ml of 0.05 M aqueous MgSO4 ·7H2O solution, 0.2 ml of 0.5 M aqueous phosphate buffer (pH = 7.2) and a given amount of aqueous solution of extracted glucose isomerase is diluted with water to make it to 2 ml. The mixture is maintained at a temperature of 70° C for 60 minutes to effect the conversion which is terminated by the addition of 2 ml of 0.5 M perchloric acid. The amount of fructose produced is determined by the cystein carbazole m... Reactants: O (Water), COC=1C=C2C(=CC=NC2=CC1OC)OC=1C=C2C=CNC2=CC1 (6,7-Dimethoxy-4-[(1H-5-indolyl)oxy]quinoline), CI (Methyl iodide), [H-].[Na+] (sodium hydride). Run in CN(C=O)C (N,N-dimethylformamide). Conditions: time 30 minute. The product is COC=1C=C2C(=CC=NC2=CC1OC)OC=1C=C2C=CN(C2=CC1)C (6,7-Dimethoxy-4-[(1-methyl-5-indolyl)oxy]quinoline). The yield is 62.0%. Reaction SMILES: [CH3:1][O:2][C:3]1[CH:4]=[C:5]2[C:10](=[CH:11][C:12]=1[O:13][CH3:14])[N:9]=[CH:8][CH:7]=[C:6]2[O:15][C:16]1[CH:17]=[C:18]2[C:22](=[CH:23][CH:24]=1)[NH:21][CH:20]=[CH:19]2.[H-].[Na+].[CH3:27]I.O>CN(C)C=O>[CH3:1][O:2][C:3]1[CH:4]=[C:5]2[C:10](=[CH:11][C:12]=1[O:13][CH3:14])[N:9]=[CH:8][CH:7]=[C:6]2[O:15][C:16]1[CH:17]=[C:18]2[C:22](=[CH:23][CH:24]=1)[N:21]([CH3:27])[CH:20]=[CH:19]2 |f:1.2|. Procedure details: 6,7-Dimethoxy-4-[(1H-5-indolyl)oxy]quinoline (50 mg) was dissolved in N,N-dimethylformamide (1 ml), and 60% sodium hydride (7 mg) was added, followed by stirring for 30 min under ice cooling. Methyl iodide (0.0107 ml) was added to the reaction solution, and the mixture was stirred under ice cooling for additional one hr. Water was added to the reaction solution, and the mixture was extracted with ethyl acetate. The ethyl acetate layer was then washed with water and saturated brine and was dried ... Reactants: OC1=C(C(COC2=C1C=CC=C2)=O)C=O (2,3-dihydro-5-hydroxy-3-oxo-1-benzoxepin-4-carboxaldehyde), 15g, NC1=CC=CC=C1 (aniline), Cl (hydrochloric acid). Run in CCOCC (Ether). Run at time 5 minute. The product is C1(=CC=CC=C1)NC=C1C(COC2=C(C1=O)C=CC=C2)=O (2,4-Dihydro-4-[(phenylamino)methylene]-1-benzoxepin-3,5-dione). Yield: 58.0%. RXN SMILES: [OH:1][C:2]1[C:8]2[CH:9]=[CH:10][CH:11]=[CH:12][C:7]=2[O:6][CH2:5][C:4](=[O:13])[C:3]=1[CH:14]=O.[NH2:16][C:17]1[CH:22]=[CH:21][CH:20]=[CH:19][CH:18]=1.Cl>CCOCC>[C:17]1([NH:16][CH:14]=[C:3]2[C:2](=[O:1])[C:8]3[CH:9]=[CH:10][CH:11]=[CH:12][C:7]=3[O:6][CH2:5][C:4]2=[O:13])[CH:22]=[CH:21][CH:20]=[CH:19][CH:18]=1. Reported procedure: A quantity of 10.0g (0.049 mole) of 2,3-dihydro-5-hydroxy-3-oxo-1-benzoxepin-4-carboxaldehyde was added to 15g of aniline. The temperatuure rose to 45° as most solid went into solution. The dark mixture was heated at 105°-110° for 10 minutes and cooled. Ether (500ml) and 300ml of cold 2N hydrochloric acid were added, and the mixture was stirred for 5 minutes. The entire mixture was filtered to remove the dark, suspended insolubles. The ether phase of the filtrate was washed well with water, drie... Starting materials: BrC1=C(C(=CC=C1)Cl)F (1-bromo-3-chloro-2-fluorobenzene), C(CCC)[Li] (n-butyllithium), C(=O)(OC(C)(C)C)N1CC(CC1)=O (1-N-boc-3-pyrrolidinone), [Cl-].[NH4+] (ammonium chloride). Run in O1CCCC1 (tetrahydrofuran), O1CCCC1 (tetrahydrofuran). Yields the product ClC=1C(=C(C=CC1)C1(CN(CC1)C(=O)OC(C)(C)C)O)F (TERT-BUTYL 3-(3-CHLORO-2-FLUOROPHENYL)-3-HYDROXYPYRROLIDIN-1-CARBOXYLATE). The yield is 58.8%. Reaction SMILES: Br[C:2]1[CH:7]=[CH:6][CH:5]=[C:4]([Cl:8])[C:3]=1[F:9].C([Li])CCC.[C:15]([N:22]1[CH2:26][CH2:25][C:24](=[O:27])[CH2:23]1)([O:17][C:18]([CH3:21])([CH3:20])[CH3:19])=[O:16].[Cl-].[NH4+]>O1CCCC1>[Cl:8][C:4]1[C:3]([F:9])=[C:2]([C:24]2([OH:27])[CH2:25][CH2:26][N:22]([C:15]([O:17][C:18]([CH3:20])([CH3:19])[CH3:21])=[O:16])[CH2:23]2)[CH:7]=[CH:6][CH:5]=1 |f:3.4|. Procedure: To a solution of 1-bromo-3-chloro-2-fluorobenzene (5.0 g, 23.8 mmol) in dry tetrahydrofuran (50 mL) under nitrogen at −78° C., was added dropwise n-butyllithium (2.5 M in tetrahydrofuran, 9.5 mL, 23.8 mmol). The mixture was stirred for 0.5 h at −78° C. after which a solution of 1-N-boc-3-pyrrolidinone (4.37 g, 23.8 mmol) in dry tetrahydrofuran (20 mL) was added drop wise. The resulting mixture was brought to ambient temperature, aqueous saturated ammonium chloride (50 mL) was added and the mixtu... Starting materials: C(C)(C)(C)C1=CC=C(C=C1)S(=O)(=O)NC1=NC(=NC(=C1OC1=C(C=CC=C1)OC)OC[C@@H]1OC(OC1)(C)C)C ((S)-4-tert-butyl-N-[6-(2,2-dimethyl-1,3-dioxolan-4-ylmethoxy)-5-(2-methoxy-phenoxy)-2-methylpyrimidin-4-yl]-benzenesulfonamide), Cl (HCl). The solvent is CCO (EtOH). Conditions: temperature 50 celsius. The product is C(C)(C)(C)C1=CC=C(C=C1)S(=O)(=O)NC1=NC(=NC(=C1OC1=C(C=CC=C1)OC)OC[C@@H](CO)O)C ((R)-4-tert-butyl-N-[6-(2,3-dihydroxy-propoxy)-5-(2-methoxy-phenoxy)-2-methyl-pyrimidin-4-yl]-benzenesulfonamide). Reaction SMILES: [C:1]([C:5]1[CH:10]=[CH:9][C:8]([S:11]([NH:14][C:15]2[C:20]([O:21][C:22]3[CH:27]=[CH:26][CH:25]=[CH:24][C:23]=3[O:28][CH3:29])=[C:19]([O:30][CH2:31][C@H:32]3[CH2:36][O:35]C(C)(C)[O:33]3)[N:18]=[C:17]([CH3:39])[N:16]=2)(=[O:13])=[O:12])=[CH:7][CH:6]=1)([CH3:4])([CH3:3])[CH3:2].Cl>CCO>[C:1]([C:5]1[CH:6]=[CH:7][C:8]([S:11]([NH:14][C:15]2[C:20]([O:21][C:22]3[CH:27]=[CH:26][CH:25]=[CH:24][C:23]=3[O:28][CH3:29])=[C:19]([O:30][CH2:31][C@H:32]([OH:33])[CH2:36][OH:35])[N:18]=[C:17]([CH3:39])[N:16]=2)(=[O:13])=[O:12])=[CH:9][CH:10]=1)([CH3:4])([CH3:3])[CH3:2]. Procedure: A solution of 1.85 g of (S)-4-tert-butyl-N-[6-(2,2-dimethyl-1,3-dioxolan-4-ylmethoxy)-5-(2-methoxy-phenoxy)-2-methylpyrimidin-4-yl]-benzenesulfonamide in EtOH (15 ml) was treated with 3 ml of conc. HCl and heated to 50° C. for 2 minutes. After evaporation, the residue was extracted with ether and yielded (R)-4-tert-butyl-N-[6-(2,3-dihydroxy-propoxy)-5-(2-methoxy-phenoxy)-2-methyl-pyrimidin-4-yl]-benzenesulfonamide as a foam. The reactants are C(C(C)C)C1=CC=C(C=C1)C(C(=O)OCC1=CC=CC=C1)C (benzyl 2-p-isobutylphenylpropionate), [Cl-].[Al+3].[Cl-].[Cl-] (aluminum chloride). The solvent is C(Cl)Cl (methylene chloride), [N+](=O)([O-])C (nitromethane), C1(=CC=CC=C1)OC (anisole), C(C)(=O)OCC (ethyl acetate). Conditions: time 6 hour. Product: C(C(C)C)C1=CC=C(C=C1)C(C(=O)O)C (2-p-isobutylphenylpropionic acid). Yield: 8.9%. RXN SMILES: [CH2:1]([C:5]1[CH:10]=[CH:9][C:8]([CH:11]([CH3:22])[C:12]([O:14]CC2C=CC=CC=2)=[O:13])=[CH:7][CH:6]=1)[CH:2]([CH3:4])[CH3:3].[Cl-].[Al+3].[Cl-].[Cl-]>C(Cl)Cl.[N+](C)([O-])=O.C1(OC)C=CC=CC=1.C(OCC)(=O)C>[CH2:1]([C:5]1[CH:6]=[CH:7][C:8]([CH:11]([CH3:22])[C:12]([OH:14])=[O:13])=[CH:9][CH:10]=1)[CH:2]([CH3:4])[CH3:3] |f:1.2.3.4|. Procedure details: To a solution of benzyl 2-p-isobutylphenylpropionate (3 g) in methylene chloride (18 ml) are added a solution of aluminum chloride (4 g) in nitromethane (50 ml) and anisole (3 ml) at 0° C., and the mixture is stirred at room temperature for 6 hours. The reaction mixture is diluted with ethyl acetate, washed with hydrochloric acid and water, dried and evaporated. The residue is recrystallized with n-hexane to give 2-p-isobutylphenylpropionic acid (186 mg) melting at 75°-77.5° C. Yield 91%. Starting materials: COc1cc(C(C)C)c2c(c1)S(=O)(=O)N(CBr)C2=O, O=C([O-])O, [F-], [K+], [Na+], CN(C)C=O, Oc1cc(C(F)(F)F)nn1-c1ccc2ccccc2n1. Yields the product COc1cc(C(C)C)c2c(c1)S(=O)(=O)N(COc1cc(C(F)(F)F)nn1-c1ccc3ccccc3n1)C2=O. Reaction SMILES: [Br:23][CH2:24][N:25]1[S:26](=[O:40])(=[O:41])[c:27]2[c:28]([c:31]([CH:37]([CH3:38])[CH3:39])[cH:32][c:33]([O:35][CH3:36])[cH:34]2)[C:29]1=[O:30].[C:47](=[O:48])([OH:49])[O-:50].[F-:21].[K+:22].[Na+:51].[O:42]=[CH:43][N:44]([CH3:45])[CH3:46].[n:1]1[c:2](-[n:11]2[n:12][c:13]([C:17]([F:18])([F:19])[F:20])[cH:14][c:15]2[OH:16])[cH:3][cH:4][c:5]2[cH:6][cH:7][cH:8][cH:9][c:10]12>>[n:1]1[c:2](-[n:11]2[n:12][c:13]([C:17]([F:18])([F:19])[F:20])[cH:14][c:15]2[O:16][CH2:24][N:25]2[S:26](=[O:40])(=[O:41])[c:27]3[c:28]([c:31]([CH:37]([CH3:38])[CH3:39])[cH:32][c:33]([O:35][CH3:36])[cH:34]3)[C:29]2=[O:30])[cH:3][cH:4][c:5]2[cH:6][cH:7][cH:8][cH:9][c:10]12. The reactants are O=c1[nH]cncc1Br, O=C([O-])[O-], CI, CN(C)C=O, [K+], [K+], O. Product: Cn1cncc(Br)c1=O. As a reaction SMILES: [Br:1][c:2]1[c:3](=[O:8])[nH:4][cH:5][n:6][cH:7]1.[C:9](=[O:10])([O-:11])[O-:12].[CH3:15][I:16].[CH3:18][N:19]([CH3:20])[CH:21]=[O:22].[K+:13].[K+:14].[OH2:17]>>[Br:1][c:2]1[c:3](=[O:8])[n:4]([CH3:9])[cH:5][n:6][cH:7]1. Reactants: ClCC=1C=CC(=NC1)C1=CC(=C(C(=C1)OC)OC)OC (5-Chloromethyl-2-(3,4,5-trimethoxyphenyl)pyridine), N1CCNCCC1 (homopiperazine). The product is COC=1C=C(C=C(C1OC)OC)C1=NC=C(C=C1)CN1CCN(CCC1)CC=1C=CC(=NC1)C1=CC(=C(C(=C1)OC)OC)OC (N,N′-bis[[2-(3,4,5-Trimethoxyphenyl)pyridin-5-yl]methyl]homopiperazine). Reaction SMILES: Cl[CH2:2][C:3]1[CH:4]=[CH:5][C:6]([C:9]2[CH:14]=[C:13]([O:15][CH3:16])[C:12]([O:17][CH3:18])=[C:11]([O:19][CH3:20])[CH:10]=2)=[N:7][CH:8]=1.[NH:21]1[CH2:27][CH2:26][CH2:25][NH:24][CH2:23][CH2:22]1>>[CH3:20][O:19][C:11]1[CH:10]=[C:9]([C:6]2[CH:5]=[CH:4][C:3]([CH2:2][N:21]3[CH2:27][CH2:26][CH2:25][N:24]([CH2:2][C:3]4[CH:4]=[CH:5][C:6]([C:9]5[CH:14]=[C:13]([O:15][CH3:16])[C:12]([O:17][CH3:18])=[C:11]([O:19][CH3:20])[CH:10]=5)=[N:7][CH:8]=4)[CH2:23][CH2:22]3)=[CH:8][N:7]=2)[CH:14]=[C:13]([O:15][CH3:16])[C:12]=1[O:17][CH3:18]. Procedure details: 5-Chloromethyl-2-(3,4,5-trimethoxyphenyl)pyridine (294 mg) and homopiperazine (50 mg) were reacted in the same manner as in Example 1 to obtain the title compound as a free base.